This data is from the Open Reaction Database (ORD), a public repository of structured organic reaction records. The task is: describe an organic reaction: reactants, conditions, products, and yield The reactants are ClC(C)Cl (dichloroethane), P(=O)(Cl)(Cl)Cl (phosphorous oxychoride), CC=1NC=C(C1)C (2,4-Dimethylpyrrole). Solvent: CN(C=O)C (dimethylformamide). Run at temperature 0 celsius. Product: CC=1NC(=C(C1)C)C=O (2,4-dimethyl-5-formylpyrrole). Yield: 90.0%. RXN SMILES: Cl[CH:2](Cl)[CH3:3].P(Cl)(Cl)(Cl)=[O:6].[CH3:10][C:11]1[NH:12]C=[C:14]([CH3:16])[CH:15]=1>CN(C)C=O>[CH3:10][C:11]1[NH:12][C:2]([CH:3]=[O:6])=[C:14]([CH3:16])[CH:15]=1. Reported procedure: To a solution dimethylformamide (80.4 g) and 1 L of dichloroethane at 0° C. was added phosphorous oxychoride (153.3 g) over a few minutes and the reaction stirred for 1–2 hr at 0° C. 2,4-Dimethylpyrrole (114.6 g) was added dropwise to the above solution at temperature below 5° C. After the addition was complete the reaction was heated and the aqueous layer isolated and saved. The organic layer was extracted again with 300 mL of water and the two aqueous layers combined. The aqueous phase was ext... The reactants are COC(=O)Cn1c2c(c3ccccc31)CCN(C(=O)OC(C)(C)C)C2, CO, [Na+], [OH-]. Product: CC(C)(C)OC(=O)N1CCc2c(n(CC(=O)O)c3ccccc23)C1. Reaction SMILES: [C:3]([CH3:4])([CH3:5])([CH3:6])[O:7][C:8](=[O:9])[N:10]1[CH2:11][c:12]2[n:13]([CH2:23][C:24](=[O:25])[O:26][CH3:27])[c:14]3[cH:15][cH:16][cH:17][cH:18][c:19]3[c:20]2[CH2:21][CH2:22]1.[CH3:28][OH:29].[Na+:2].[OH-:1]>>[C:3]([CH3:4])([CH3:5])([CH3:6])[O:7][C:8](=[O:9])[N:10]1[CH2:11][c:12]2[n:13]([CH2:23][C:24](=[O:25])[OH:26])[c:14]3[cH:15][cH:16][cH:17][cH:18][c:19]3[c:20]2[CH2:21][CH2:22]1. Procedure: 6-Bromo-2,2,4-trimethyl-1,2-dihydroquinoline was coupled with 2-nitrophenylboronic acid using the procedure described in Example 7 for trifluoromethanesulfonic acid 2,2,4-trimethyl-1,2-dihydroquinolin-6-yl ester. The resulting intermediate was brominated with NBS, followed by the coupling reaction with allyl mercaptan as described in Example 7, to provide 15 mg of the title compound as an oil. Yields the product C(C=C)SCC1=CC(NC2=CC=C(C=C12)C1=C(C=CC=C1)[N+](=O)[O-])(C)C (4-Allylsulfanylmethyl-6-(2-nitrophenyl)-2,2-dimethyl-1,2-dihydroquinoline). The reactants are BrC=1C=C2C(=CC(NC2=CC1)(C)C)C (6-Bromo-2,2,4-trimethyl-1,2-dihydroquinoline), C1CC(=O)N(C1=O)Br (NBS), C(C=C)S (allyl mercaptan), [N+](=O)([O-])C1=C(C=CC=C1)B(O)O (2-nitrophenylboronic acid), CC1(NC2=CC=C(C=C2C(=C1)C)OS(=O)(=O)C(F)(F)F)C (trifluoromethanesulfonic acid 2,2,4-trimethyl-1,2-dihydroquinolin-6-yl ester). As a reaction SMILES: Br[C:2]1[CH:3]=[C:4]2[C:9](=[CH:10][CH:11]=1)[NH:8][C:7]([CH3:13])([CH3:12])[CH:6]=[C:5]2[CH3:14].[N+:15]([C:18]1[CH:23]=[CH:22][CH:21]=[CH:20][C:19]=1B(O)O)([O-:17])=[O:16].CC1(C)C=C(C)C2C(=CC=C(OS(C(F)(F)F)(=O)=O)C=2)N1.C1C(=O)N(Br)C(=O)C1.[CH2:56]([SH:59])[CH:57]=[CH2:58]>>[CH2:56]([S:59][CH2:14][C:5]1[C:4]2[C:9](=[CH:10][CH:11]=[C:2]([C:19]3[CH:20]=[CH:21][CH:22]=[CH:23][C:18]=3[N+:15]([O-:17])=[O:16])[CH:3]=2)[NH:8][C:7]([CH3:13])([CH3:12])[CH:6]=1)[CH:57]=[CH2:58]. The solvent is C(Cl)Cl (methylene chloride), C(Cl)Cl (methylene chloride). Reaction SMILES: [C:1]([O:5][C:6]([NH:8][CH2:9][C:10]1[S:14][C:13]([CH2:15][C:16]([OH:18])=O)=[CH:12][CH:11]=1)=[O:7])([CH3:4])([CH3:3])[CH3:2].CN1CCOCC1.C(OC(Cl)=O)C(C)C.[NH2:34][C@@H:35]1[C:53](=[O:54])[N:37]2[C:38]([C:50]([OH:52])=[O:51])=[C:39]([CH2:42][S:43][C:44]3[S:45][C:46]([CH3:49])=[N:47][N:48]=3)[CH2:40][S:41][C@H:36]12>C(Cl)Cl>[C:1]([O:5][C:6]([NH:8][CH2:9][C:10]1[S:14][C:13]([CH2:15][C:16]([NH:34][C@@H:35]2[C:53](=[O:54])[N:37]3[C:38]([C:50]([OH:52])=[O:51])=[C:39]([CH2:42][S:43][C:44]4[S:45][C:46]([CH3:49])=[N:47][N:48]=4)[CH2:40][S:41][C@H:36]23)=[O:18])=[CH:12][CH:11]=1)=[O:7])([CH3:2])([CH3:3])[CH3:4]. Product: C(C)(C)(C)OC(=O)NCC1=CC=C(S1)CC(=O)N[C@H]1[C@@H]2N(C(=C(CS2)CSC=2SC(=NN2)C)C(=O)O)C1=O (7β-[2-(5-tert.-butyloxycarbonylaminomethyl-2-thienyl)-acetylamino]-3-(5-methyl-1,3,4-thiadiazol-2-ylthiomethyl)-3-cephem-4-carboxylic acid). Reactants: C(C(C)C)OC(=O)Cl (chloroformic acid isobutyl ester), C(C)(C)(C)OC(=O)NCC1=CC=C(S1)CC(=O)O (2-(5-tert.-butyloxycarbonylaminomethyl-2-thienyl)-acetic acid), CN1CCOCC1 (4-methyl-morpholine), N[C@H]1[C@@H]2N(C(=C(CS2)CSC=2SC(=NN2)C)C(=O)O)C1=O (7β-amino-3-(5-methyl-1,3,4-thiadiazol-2-ylthiomethyl)-3-cephem-4-carboxylic acid), N,O-bis-(trimethylsilyl)-acetic acid amide. Run at time 4 hour. Procedure: The starting material is prepared as follows: A solution of 4.08 g of 2-(5-tert.-butyloxycarbonylaminomethyl-2-thienyl)-acetic acid in 200 ml of methylene chloride containing 1.65 ml of 4-methyl-morpholine is cooled to -20° under exclusion of moisture and treated dropwise with 1.95 ml of chloroformic acid isobutyl ester. After 30 minutes a solution of 5.16 g of 7β-amino-3-(5-methyl-1,3,4-thiadiazol-2-ylthiomethyl)-3-cephem-4-carboxylic acid and 7.20 ml N,O-bis-(trimethylsilyl)-acetic acid amide ... Starting materials: C(C)(C)(C)OC(NC1=C(C=C(C=C1)C(F)(F)F)N)=O ((2-amino-4-trifluoromethyl-phenyl)-carbamic acid tert-butyl ester), C(C)(C)(C)OC(CC(=O)C1=CC(=CC=C1)C=1C=NC(=CC1)OC)=O (3-[3-(6-methoxy-pyridin-3-yl)-phenyl]-3-oxo-propionic acid tert-butyl ester). The product is C(C)(C)(C)OC(NC1=C(C=C(C=C1)C(F)(F)F)NC(CC(=O)C1=CC(=CC=C1)C=1C=NC(=CC1)OC)=O)=O ((2-{3-[3-(6-Methoxy-pyridin-3-yl)-phenyl]-3-oxo-propionylamino}-4-trifluoromethyl-phenyl)-carbamic acid tert-butyl ester), foam. RXN SMILES: [C:1]([O:5][C:6](=[O:19])[NH:7][C:8]1[CH:13]=[CH:12][C:11]([C:14]([F:17])([F:16])[F:15])=[CH:10][C:9]=1[NH2:18])([CH3:4])([CH3:3])[CH3:2].C([O:24][C:25](=O)[CH2:26][C:27]([C:29]1[CH:34]=[CH:33][CH:32]=[C:31]([C:35]2[CH:36]=[N:37][C:38]([O:41][CH3:42])=[CH:39][CH:40]=2)[CH:30]=1)=[O:28])(C)(C)C>>[C:1]([O:5][C:6](=[O:19])[NH:7][C:8]1[CH:13]=[CH:12][C:11]([C:14]([F:17])([F:16])[F:15])=[CH:10][C:9]=1[NH:18][C:25](=[O:24])[CH2:26][C:27]([C:29]1[CH:34]=[CH:33][CH:32]=[C:31]([C:35]2[CH:36]=[N:37][C:38]([O:41][CH3:42])=[CH:39][CH:40]=2)[CH:30]=1)=[O:28])([CH3:4])([CH3:2])[CH3:3]. Procedure: The title compound was prepared from (2-amino-4-trifluoromethyl-phenyl)-carbamic acid tert-butyl ester (Example J3) (249 mg, 0.9 mmol) and 3-[3-(6-methoxy-pyridin-3-yl)-phenyl]-3-oxo-propionic acid tert-butyl ester (Example K10) (350 mg, 1.07 mmol) according to the general procedure M. Obtained as an orange foam (284 mg). Reactants: [N+](=O)([O-])C1=C(C=CC=2OCCOC21)C(=O)OCC (ethyl 5-nitro-2,3-dihydrobenzo[b][1,4]dioxine-6-carboxylate), [OH-].[Li+] (lithium hydroxide). Run in C(C)#N (acetonitrile), O (water). Run at time 6 hour. The product is [N+](=O)([O-])C1=C(C=CC=2OCCOC21)C(=O)O (5-Nitro-2,3-dihydrobenzo[b][1,4]dioxine-6-carboxylic acid). As a reaction SMILES: [N+:1]([C:4]1[C:13]2[O:12][CH2:11][CH2:10][O:9][C:8]=2[CH:7]=[CH:6][C:5]=1[C:14]([O:16]CC)=[O:15])([O-:3])=[O:2].[OH-].[Li+]>C(#N)C.O>[N+:1]([C:4]1[C:13]2[O:12][CH2:11][CH2:10][O:9][C:8]=2[CH:7]=[CH:6][C:5]=1[C:14]([OH:16])=[O:15])([O-:3])=[O:2] |f:1.2|. Reported procedure: A mixture of ethyl 5-nitro-2,3-dihydrobenzo[b][1,4]dioxine-6-carboxylate (4.30 g, 17.0 mmol) and lithium hydroxide (2.86 g, 68 mmol) in acetonitrile (20 mL) and water (20 mL) was stirred at room temperature for 6 h. The acetonitrile was then removed, and the resulting mixture was extracted with EtOAc (100 mL×2). The extracts were combined and dried, and the solvent removed. The crude product was used in the next step without further purification. ESI MS: m/z 226 [M+H]+. Starting materials: CCOC(=O)C=C(CCCCc1ccccc1)c1ccc(OC)c(OC)c1, CCO, Cl, [Na+], [OH-]. Product: COc1ccc(C(=CC(=O)O)CCCCc2ccccc2)cc1OC. Reaction SMILES: [CH3:1][O:2][c:3]1[cH:4][c:5]([C:11](=[CH:12][C:13](=[O:14])[O:15][CH2:16][CH3:17])[CH2:18][CH2:19][CH2:20][CH2:21][c:22]2[cH:23][cH:24][cH:25][cH:26][cH:27]2)[cH:6][cH:7][c:8]1[O:9][CH3:10].[CH3:31][CH2:32][OH:33].[ClH:30].[Na+:29].[OH-:28]>>[CH3:1][O:2][c:3]1[cH:4][c:5]([C:11](=[CH:12][C:13](=[O:14])[OH:15])[CH2:18][CH2:19][CH2:20][CH2:21][c:22]2[cH:23][cH:24][cH:25][cH:26][cH:27]2)[cH:6][cH:7][c:8]1[O:9][CH3:10]. The reactants are CCOCC, Cl, Cl, NNc1ccccc1F, O=N[O-], [Na+], O. Product: [N-]=[N+]=Nc1ccccc1F. As a reaction SMILES: [CH3:17][CH2:18][O:19][CH2:20][CH3:21].[ClH:16].[ClH:5].[F:6][c:7]1[c:8]([NH:13][NH2:14])[cH:9][cH:10][cH:11][cH:12]1.[N:1]([O-:2])=[O:3].[Na+:4].[OH2:15]>>[N-:1]=[N+:14]=[N:13][c:8]1[c:7]([F:6])[cH:12][cH:11][cH:10][cH:9]1. Reactants: C(C)(C)(C)OC(=O)N1C(=CC2=CC=CC=C12)C=1C=C2CCN3C(C2=CC1)=CC(=NC3=O)OCC3OCCOC3 (2-[2-([1,4]dioxan-2-ylmethoxy)-4-oxo-6,7-dihydro-4H-pyrimido[6,1-a]isoquinolin-9-yl]-indole-1-carboxylic acid tert-butyl ester). Run in C1CCOC1.CN(C)C=O (THF DMF). Reaction conditions: time 6 hour. Product: O1C(COCC1)COC1=NC(N2C(C3=CC=C(C=C3CC2)C=2NC3=CC=CC=C3C2)=C1)=O (2-([1,4]dioxan-2-ylmethoxy)-9-(1H-indol-2-yl)-6,7-dihydro-pyrimido[6,1-a]isoquinolin-4-one). Reaction SMILES: C(OC([N:8]1[C:16]2[C:11](=[CH:12][CH:13]=[CH:14][CH:15]=2)[CH:10]=[C:9]1[C:17]1[CH:18]=[C:19]2[C:24](=[CH:25][CH:26]=1)[C:23]1=[CH:27][C:28]([O:32][CH2:33][CH:34]3[CH2:39][O:38][CH2:37][CH2:36][O:35]3)=[N:29][C:30](=[O:31])[N:22]1[CH2:21][CH2:20]2)=O)(C)(C)C>C1COCC1.CN(C=O)C>[O:35]1[CH2:36][CH2:37][O:38][CH2:39][CH:34]1[CH2:33][O:32][C:28]1[CH:27]=[C:23]2[C:24]3[C:19]([CH2:20][CH2:21][N:22]2[C:30](=[O:31])[N:29]=1)=[CH:18][C:17]([C:9]1[NH:8][C:16]2[C:11]([CH:10]=1)=[CH:12][CH:13]=[CH:14][CH:15]=2)=[CH:26][CH:25]=3 |f:1.2|. Procedure details: Compound 12 (57 mg, 0.11 mmol) was dissolved in a mixture of DCM/TFA (1/1, 2 mL) and the reaction was stirred at RT for 6 h. The mixture was evaporated to dryness to recover compound 13 as a TFA salt.